From a dataset of the Open Reaction Database (ORD), a public repository of structured organic reaction records. describe an organic reaction: reactants, conditions, products, and yield Reactants: IC=1C=C(C=C2CN(C(C12)=O)C(C)C1=CC=C(C=C1)Cl)OC(F)F (7-iodo-2-[1-(4-chloro-phenyl)-ethyl]-5-difluoromethoxy-2,3-dihydro-isoindolone), ClCCl (dichloromethane). The reagents and catalysts are Cl[Cu] (CuCl). The solvent is CN(C)C=O (DMF). Run at temperature 140 celsius, time 1.5 hour. Product: ClC=1C=C(C=C2CN(C(C12)=O)C(C)C1=CC=C(C=C1)Cl)OC(F)F (7-Chloro-2-[1-(4-chloro-phenyl)-ethyl]-5-difluoromethoxy-2,3-dihydro-isoindolone). The yield is 52.0%. Reaction SMILES: I[C:2]1[CH:3]=[C:4]([O:21][CH:22]([F:24])[F:23])[CH:5]=[C:6]2[C:10]=1[C:9](=[O:11])[N:8]([CH:12]([C:14]1[CH:19]=[CH:18][C:17]([Cl:20])=[CH:16][CH:15]=1)[CH3:13])[CH2:7]2.[Cl:25]CCl>CN(C=O)C.Cl[Cu]>[Cl:25][C:2]1[CH:3]=[C:4]([O:21][CH:22]([F:24])[F:23])[CH:5]=[C:6]2[C:10]=1[C:9](=[O:11])[N:8]([CH:12]([C:14]1[CH:19]=[CH:18][C:17]([Cl:20])=[CH:16][CH:15]=1)[CH3:13])[CH2:7]2. Reported procedure: A solution of the 7-iodo-2-[1-(4-chloro-phenyl)-ethyl]-5-difluoromethoxy-2,3-dihydro-isoindolone (0.122 g, 0.26 mmol) in DMF (5 mL) was treated with CuCl (0.130 g, 1.31 mmol) and stirred at 140° C. for 1-2 h. After this time, the reaction mixture was diluted with dichloromethane (15 mL) and the solids removed by filtration. The filtrate was concentrated. Silica gel column chromatography using, typically 30% ethyl acetate in hexane, afforded 7-Chloro-2-[1-(4-chloro-phenyl)-ethyl]-5-difluoromethox... The reactants are ClC1=C(CNC(=O)C2(CCN(CC2)C(=O)OC(C)(C)C)CO)C=CC=C1 (tert-butyl 4-(2-chlorobenzylcarbamoyl)-4-(hydroxymethyl)piperidine-1-carboxylate), FC(C1=CC=C(C=C1)N=C=O)(F)F (4-trifloromethylphenylisocyanate), crude mixture, Cl (HCl). Reagents/catalysts: CN(C)C=1C=CN=CC1 (DMAP). Run in C1CCOC1 (THF), CO (CH3OH). Run at time 1 hour. Yields the product FC(C1=CC=C(C=C1)NC(OCC1(CCNCC1)C(NCC1=C(C=CC=C1)Cl)=O)=O)(F)F ((4-(2-chlorobenzylcarbamoyl)piperidin-4-yl)methyl 4-(trifluoromethyl)phenylcarbamate). The yield is 100.7%. As a reaction SMILES: [Cl:1][C:2]1[CH:26]=[CH:25][CH:24]=[CH:23][C:3]=1[CH2:4][NH:5][C:6]([C:8]1([CH2:21][OH:22])[CH2:13][CH2:12][N:11](C(OC(C)(C)C)=O)[CH2:10][CH2:9]1)=[O:7].[F:27][C:28]([F:39])([F:38])[C:29]1[CH:34]=[CH:33][C:32]([N:35]=[C:36]=[O:37])=[CH:31][CH:30]=1.Cl>C1COCC1.CN(C1C=CN=CC=1)C.CO>[F:27][C:28]([F:38])([F:39])[C:29]1[CH:30]=[CH:31][C:32]([NH:35][C:36](=[O:37])[O:22][CH2:21][C:8]2([C:6](=[O:7])[NH:5][CH2:4][C:3]3[CH:23]=[CH:24][CH:25]=[CH:26][C:2]=3[Cl:1])[CH2:9][CH2:10][NH:11][CH2:12][CH2:13]2)=[CH:33][CH:34]=1. Reported procedure: To a solution of tert-butyl 4-(2-chlorobenzylcarbamoyl)-4-(hydroxymethyl)piperidine-1-carboxylate (500 mg, 1.3 mmol), in THF were added DMAP (32 mg, 0.26 mmol, 0.2 equiv.) and 4-trifloromethylphenylisocyanate (0.28 mL, 1.97 mmol, 1.5 equiv.). The reaction mixture was stirred for 1 h. The reaction mixture was concentrated to dryness. To a solution of the above crude mixture in CH3OH (3 mL) was added HCl (4 M in dioxane, 1 mL, 4 mmol, 3 equiv.). The reaction mixture was stirred overnight. The whit...